This data is from the Open Reaction Database (ORD), a public repository of structured organic reaction records. The task is: describe an organic reaction: reactants, conditions, products, and yield Reactants: [OH-].[K+] (KOH), C(C)OC(C(C(=O)OCC)C(C1=CC=CC=C1)C=1C=NC(=CC1)NC(=O)OC(C)(C)C)=O (2-[(6-tert-butoxycarbonylamino-pyridin-3-yl)-phenyl-methyl]-malonic acid diethyl ester), [OH-].[K+] (KOH). Run in C(C)O (ethanol), C(C)O (ethanol), C(Cl)Cl (methylene chloride). Run at time 8 hour. Yields the product C(C)OC(C(C(=O)O)C(C1=CC=CC=C1)C=1C=NC(=CC1)NC(=O)OC(C)(C)C)=O (2-[(6-tert-butoxycarbonylamino-pyridin-3-yl)-phenyl-methyl]-malonic acid monoethyl ester). The yield is 99.8%. RXN SMILES: [OH-].[K+].[CH2:3]([O:5][C:6](=[O:34])[CH:7]([CH:13]([C:20]1[CH:21]=[N:22][C:23]([NH:26][C:27]([O:29][C:30]([CH3:33])([CH3:32])[CH3:31])=[O:28])=[CH:24][CH:25]=1)[C:14]1[CH:19]=[CH:18][CH:17]=[CH:16][CH:15]=1)[C:8]([O:10]CC)=[O:9])[CH3:4]>C(O)C.C(Cl)Cl>[CH2:3]([O:5][C:6](=[O:34])[CH:7]([CH:13]([C:20]1[CH:21]=[N:22][C:23]([NH:26][C:27]([O:29][C:30]([CH3:33])([CH3:32])[CH3:31])=[O:28])=[CH:24][CH:25]=1)[C:14]1[CH:15]=[CH:16][CH:17]=[CH:18][CH:19]=1)[C:8]([OH:10])=[O:9])[CH3:4] |f:0.1|. Procedure details: A solution of KOH (0.266 g, 4.11 mmol) in ethanol (14 mL) was added to a solution of 2-[(6-tert-butoxycarbonylamino-pyridin-3-yl)-phenyl-methyl]-malonic acid diethyl ester (1.82 g, 4.11 mmol) in ethanol (12 mL) and methylene chloride (13 mL) at 0° C. The mixture was stirred overnight at room temperature. More KOH (80 mg dissolved in 3 mL ethanol) was added at 0° C. The reaction mixture was stirred for additional 18 h. The mixture was concentrated under reduced pressure and ethyl acetate, and 0.5...